This data is from the Open Reaction Database (ORD), a public repository of structured organic reaction records. The task is: describe an organic reaction: reactants, conditions, products, and yield Starting materials: buffer solution, P(O)(O)(O)=O (phosphoric acid), [Cl-].[Na+] (sodium chloride), O=C[C@H](O)[C@@H](O)[C@H](O)[C@H](O)CO (glucose). Run in O (water). Run at time 2 day. Yields the product O=C[C@H](O)[C@@H](O)[C@H](O)CO (xylose). The yield is 120.0%. As a reaction SMILES: P(=O)(O)(O)O.[Cl-].[Na+].[O:8]=[CH:9][C@@H:10]([C@H:12]([C@@H:14]([C@@H:16](CO)[OH:17])[OH:15])[OH:13])[OH:11]>O>[O:8]=[CH:9][C@@H:10]([C@H:12]([C@@H:14]([CH2:16][OH:17])[OH:15])[OH:13])[OH:11] |f:1.2|. Procedure details: To 1 ml of a buffer solution (pH 6.8) containing 20 mM phosphoric acid and 6.7 mM sodium chloride, 10 mg of glucose was dissolved, and then, 10 mg of xylose isomerase prepared by using Bacillus coagulans) was added and dissolved. The spores of Bacillus cereus (equivalent to 103 colony-forming unites) were inoculated to the solution and then allowed to react at30° C. for 2 days. After the reaction was completed, the reaction solution was heated in a boiled water to stop the enzyme reaction. The s... Starting materials: NCC(C(=O)NCC=1C=CC=2N(C3=CC=CC=C3C2C1)CC)C (3-amino-N-((9-ethyl-9H-carbazol-3-yl)methyl)-2-methylpropanamide), C(#N)C1=CC=C(C(=O)O)C=C1 (4-cyanobenzoic acid). Product: C(#N)C1=CC=C(C(=O)NCC(C(=O)NCC=2C=CC=3N(C4=CC=CC=C4C3C2)CC)C)C=C1 (4-cyano-N-(3-{[(9-ethyl-9H-carbazol-3-yl)methyl]amino}-2-methyl-3-oxopropyl)benzamide). As a reaction SMILES: [NH2:1][CH2:2][CH:3]([CH3:23])[C:4]([NH:6][CH2:7][C:8]1[CH:9]=[CH:10][C:11]2[N:12]([CH2:21][CH3:22])[C:13]3[C:18]([C:19]=2[CH:20]=1)=[CH:17][CH:16]=[CH:15][CH:14]=3)=[O:5].[C:24]([C:26]1[CH:34]=[CH:33][C:29]([C:30](O)=[O:31])=[CH:28][CH:27]=1)#[N:25]>>[C:24]([C:26]1[CH:34]=[CH:33][C:29]([C:30]([NH:1][CH2:2][CH:3]([CH3:23])[C:4]([NH:6][CH2:7][C:8]2[CH:9]=[CH:10][C:11]3[N:12]([CH2:21][CH3:22])[C:13]4[C:18]([C:19]=3[CH:20]=2)=[CH:17][CH:16]=[CH:15][CH:14]=4)=[O:5])=[O:31])=[CH:28][CH:27]=1)#[N:25]. Reported procedure: Using the compound obtained in Step 2 and 4-cyanobenzoic acid, and by the reaction and purification in the same manner as in the method described in Step 3 of Example 36, the title compound was obtained.